From a dataset of the Open Reaction Database (ORD), a public repository of structured organic reaction records. describe an organic reaction: reactants, conditions, products, and yield The reactants are COC(COC1=C2C(=C(C(=NC2=C(C=C1)Cl)CC)CC1=CC=C(C=C1)S(=O)(=O)C)CC)=O ([8-chloro-2,4-diethyl-3-(4-methanesulfonylbenzyl)quinolin-5-yloxy]acetic acid methyl ester), CO (methanol), [OH-].[Na+] (sodium hydroxide). The solvent is C(=O)O (formic acid). Reaction conditions: time 5 hour. The product is ClC=1C=CC(=C2C(=C(C(=NC12)CC)CC1=CC=C(C=C1)S(=O)(=O)C)CC)OCC(=O)O ([8-chloro-2,4-diethyl-3-(4-methanesulfonylbenzyl)quinolin-5-yloxy]acetic Acid). As a reaction SMILES: C[O:2][C:3](=[O:32])[CH2:4][O:5][C:6]1[CH:15]=[CH:14][C:13]([Cl:16])=[C:12]2[C:7]=1[C:8]([CH2:30][CH3:31])=[C:9]([CH2:19][C:20]1[CH:25]=[CH:24][C:23]([S:26]([CH3:29])(=[O:28])=[O:27])=[CH:22][CH:21]=1)[C:10]([CH2:17][CH3:18])=[N:11]2.CO.[OH-].[Na+]>C(O)=O>[Cl:16][C:13]1[CH:14]=[CH:15][C:6]([O:5][CH2:4][C:3]([OH:32])=[O:2])=[C:7]2[C:12]=1[N:11]=[C:10]([CH2:17][CH3:18])[C:9]([CH2:19][C:20]1[CH:21]=[CH:22][C:23]([S:26]([CH3:29])(=[O:27])=[O:28])=[CH:24][CH:25]=1)=[C:8]2[CH2:30][CH3:31] |f:2.3|. Procedure details: A mixture of [8-chloro-2,4-diethyl-3-(4-methanesulfonylbenzyl)quinolin-5-yloxy]acetic acid methyl ester (0.20 g), methanol (4.0 mL) and 1.0 M aqueous sodium hydroxide solution (2.0 mL) was stirred at room temperature for 5 hours. The pH of the solution was adjusted to 5 by the addition of formic acid and the solvent removed under reduced pressure. Purification of the residue by preparative reverse-phase HPLC using a gradient of acetonitrile in water (40% to 85% of organic modifier) gave title co... Starting materials: CN(C)c1ccncc1, ClCCl, CC(C)(C)c1onc(N)c1Br, O=S(=O)(Cl)c1ccccc1, c1ccncc1. The product is CC(C)(C)c1onc(NS(=O)(=O)c2ccccc2)c1Br. As a reaction SMILES: [CH3:28][N:29]([CH3:30])[c:31]1[cH:32][cH:33][n:34][cH:35][cH:36]1.[Cl:37][CH2:38][Cl:39].[NH2:1][c:2]1[n:3][o:4][c:5]([C:8]([CH3:9])([CH3:10])[CH3:11])[c:6]1[Br:7].[c:12]1([S:18](=[O:19])(=[O:20])[Cl:21])[cH:13][cH:14][cH:15][cH:16][cH:17]1.[cH:22]1[cH:23][cH:24][n:25][cH:26][cH:27]1>>[NH:1]([c:2]1[n:3][o:4][c:5]([C:8]([CH3:9])([CH3:10])[CH3:11])[c:6]1[Br:7])[S:18]([c:12]1[cH:13][cH:14][cH:15][cH:16][cH:17]1)(=[O:19])=[O:20]. The reactants are C(C1=CC=CC=C1)(C1=CC=CC=C1)(C1=CC=CC=C1)NC=1SC=C(N1)C(C(=O)NC1C2CSC(=C(N2C1=O)C(=O)OC(C)(C)C)C=O)=NOC ((1,1-dimethyl)ethyl 7-[2-(2-tritylamino-thiazol-4-yl)-2-methoxyimino-acetamido]-3-formyl-8-oxo-4-thia-1-azabicyclo[4,2,0]oct-2-en-2-carboxylate), Cl.NO (hydroxylamine hydrochloride). The solvent is CCOCC (ether), C(C)(=O)OCC (ethyl acetate), N1=CC=CC=C1 (pyridine). Run at time 50 minute. Product: C(C1=CC=CC=C1)(C1=CC=CC=C1)(C1=CC=CC=C1)NC=1SC=C(N1)C(C(=O)NC1C2CSC(=C(N2C1=O)C(=O)OCC)C=NO)=NOC (ethyl 7-[2-(2-tritylamino-thiazol-4-yl)-2-methoxyimino-acetamido]-3-hydroxyiminomethyl-8-oxo-4-thia-1-azabicyclo[4,2,0]oct-2-en-2-carboxylate). Reaction SMILES: [C:1]([NH:20][C:21]1[S:22][CH:23]=[C:24]([C:26](=[N:48][O:49][CH3:50])[C:27]([NH:29][CH:30]2[C:37](=[O:38])[N:36]3[CH:31]2[CH2:32][S:33][C:34]([CH:46]=O)=[C:35]3[C:39]([O:41][C:42](C)(C)[CH3:43])=[O:40])=[O:28])[N:25]=1)([C:14]1[CH:19]=[CH:18][CH:17]=[CH:16][CH:15]=1)([C:8]1[CH:13]=[CH:12][CH:11]=[CH:10][CH:9]=1)[C:2]1[CH:7]=[CH:6][CH:5]=[CH:4][CH:3]=1.Cl.[NH2:52][OH:53]>N1C=CC=CC=1.CCOCC.C(OCC)(=O)C>[C:1]([NH:20][C:21]1[S:22][CH:23]=[C:24]([C:26](=[N:48][O:49][CH3:50])[C:27]([NH:29][CH:30]2[C:37](=[O:38])[N:36]3[CH:31]2[CH2:32][S:33][C:34]([CH:46]=[N:52][OH:53])=[C:35]3[C:39]([O:41][CH2:42][CH3:43])=[O:40])=[O:28])[N:25]=1)([C:14]1[CH:15]=[CH:16][CH:17]=[CH:18][CH:19]=1)([C:2]1[CH:7]=[CH:6][CH:5]=[CH:4][CH:3]=1)[C:8]1[CH:9]=[CH:10][CH:11]=[CH:12][CH:13]=1 |f:1.2|. Reported procedure: Under an inert atmosphere, 142 mg of (1,1-dimethyl)ethyl 7-[2-(2-tritylamino-thiazol-4-yl)-2-methoxyimino-acetamido]-3-formyl-8-oxo-4-thia-1-azabicyclo[4,2,0]oct-2-en-2-carboxylate, (prepared in Step A of Example 52) and 42 mg of hydroxylamine hydrochloride were dissolved in 0.4 ml of pyridine and the solution was stirred for 50 minutes and diluted with ether and with ethyl acetate. The mixture was washed with 6 ml of N hydrochloric acid and after extracting the aqueous phase with ethyl acetate,... Starting materials: CC1C(C(=O)NOCc2ccccc2)NCCN1S(C)(=O)=O, COc1ccc(S(=O)(=O)Cl)cc1, Cl, C1COCCO1, c1ccncc1. The product is COc1ccc(S(=O)(=O)N2CCN(S(C)(=O)=O)C(C)C2C(=O)NOCc2ccccc2)cc1. As a reaction SMILES: [CH2:14]([c:15]1[cH:16][cH:17][cH:18][cH:19][cH:20]1)[O:21][NH:22][C:23](=[O:24])[CH:25]1[NH:26][CH2:27][CH2:28][N:29]([S:32](=[O:33])(=[O:34])[CH3:35])[CH:30]1[CH3:31].[CH3:1][O:2][c:3]1[cH:4][cH:5][c:6]([S:9](=[O:10])(=[O:11])[Cl:12])[cH:7][cH:8]1.[ClH:13].[O:36]1[CH2:37][CH2:38][O:39][CH2:40][CH2:41]1.[cH:42]1[cH:43][cH:44][n:45][cH:46][cH:47]1>>[CH3:1][O:2][c:3]1[cH:4][cH:5][c:6]([S:9](=[O:10])(=[O:11])[N:26]2[CH:25]([C:23]([NH:22][O:21][CH2:14][c:15]3[cH:16][cH:17][cH:18][cH:19][cH:20]3)=[O:24])[CH:30]([CH3:31])[N:29]([S:32](=[O:33])(=[O:34])[CH3:35])[CH2:28][CH2:27]2)[cH:7][cH:8]1. Starting materials: ClCCOCCCl (bis(2-chloroethyl)ether), COC=1C=C(C=CC1)CC#N (3-Methoxyphenylacetonitrile), [H-].[Na+] (NaH). Solvent: CN(C)C=O (DMF), CN(C)C=O (DMF), CN(C)C=O (DMF). Yields the product COC=1C=C(C=CC1)C1(CCOCC1)C#N (4-(3-methoxyphenyl)tetrahydro-pyran-4-carbonitrile). Yield: 27.8%. As a reaction SMILES: [CH3:1][O:2][C:3]1[CH:4]=[C:5]([CH2:9][C:10]#[N:11])[CH:6]=[CH:7][CH:8]=1.[H-].[Na+].Cl[CH2:15][CH2:16][O:17][CH2:18][CH2:19]Cl>CN(C=O)C>[CH3:1][O:2][C:3]1[CH:4]=[C:5]([C:9]2([C:10]#[N:11])[CH2:19][CH2:18][O:17][CH2:16][CH2:15]2)[CH:6]=[CH:7][CH:8]=1 |f:1.2|. Reported procedure: 3-Methoxyphenylacetonitrile (10 g, 67.9 mmol) in DMF (50 ml) was added slowly to a suspension of NaH (5.04 g, 150 mmol) in DMF (50 ml) at 0° C. under N2. The reaction was allowed to warm to room temperature and stirred for 30 nms. The reaction was cooled to 0° C. and bis(2-chloroethyl)ether (10.7 g, 74.7 mmol) in DMF (100 ml) was added dropwise over 80 min. The reaction was allowed to warm to room temperature and stirred for 1 hour. The reaction was quenched with water (500 ml) and extracted wit... Starting materials: Cl (hydrochloric acid), COCCCC/C(=N/O)/C1=CC=CC=C1 (Z-5-methoxy-1-phenyl-1-pentanone oxime), BrCCBr (1,2-dibromoethane), [OH-].[Na+] (sodium hydroxide). The reagents and catalysts are [Br-].C(CCC)[N+](CCCC)(CCCC)CCCC (N,N,N,N-tetrabutylammonium bromide). Solvent: ClCCl (dichloromethane), O (Water). The product is BrCCON=C(CCCCOC)C1=CC=CC=C1 (5-methoxy-1-phenyl-1-pentanone O-(2-bromoethyl)oxime). Isolated yield 93.4%. Reaction SMILES: [CH3:1][O:2][CH2:3][CH2:4][CH2:5][CH2:6]/[C:7](/[C:10]1[CH:15]=[CH:14][CH:13]=[CH:12][CH:11]=1)=[N:8]/[OH:9].[Br:16][CH2:17][CH2:18]Br.[OH-].[Na+].Cl>[Br-].C([N+](CCCC)(CCCC)CCCC)CCC.ClCCl.O>[Br:16][CH2:17][CH2:18][O:9][N:8]=[C:7]([C:10]1[CH:15]=[CH:14][CH:13]=[CH:12][CH:11]=1)[CH2:6][CH2:5][CH2:4][CH2:3][O:2][CH3:1] |f:2.3,5.6|. Procedure details: A mixture of the above oxime (6.5 g, 31 mmol), 1,2-dibromoethane (27 ml, 31 mmol), N,N,N,N-tetrabutylammonium bromide (0.96 g, 3 mmol) and 12N sodium hydroxide (30 ml) was cooled on an icebath with vigorous stirring until the initial exotherm had subsided. The mixture was then stirred at ambient temperature for 16 h. Water (50 ml), 4 N hydrochloric acid (50 ml) and dichloromethane (100 ml) were added and the phases were separated. To the organic phase was added water (50 ml) and pH in the aqueou...